This data is from the Open Reaction Database (ORD), a public repository of structured organic reaction records. The task is: describe an organic reaction: reactants, conditions, products, and yield Starting materials: BrC=1C(=C(C=O)C=CC1)O (3-bromo-2-hydroxybenzaldehyde), ClCC(=O)OC (methyl chloroacetate), tetra-N-butylammonium iodide, C([O-])([O-])=O.[K+].[K+] (potassium carbonate), [OH-].[K+] (potassium hydroxide). Run in O (water), C1CCOC1 (THF). Reaction conditions: temperature 130 celsius, time 4 hour. Yields the product BrC1=CC=CC=2C=C(OC21)C(=O)O (7-Bromo-1-benzofuran-2-carboxylic acid). As a reaction SMILES: [Br:1][C:2]1[C:3]([OH:10])=[C:4]([CH:7]=[CH:8][CH:9]=1)[CH:5]=O.C(=O)([O-])[O-].[K+].[K+].Cl[CH2:18][C:19]([O:21]C)=[O:20].[OH-].[K+]>O.C1COCC1>[Br:1][C:2]1[C:3]2[O:10][C:18]([C:19]([OH:21])=[O:20])=[CH:5][C:4]=2[CH:7]=[CH:8][CH:9]=1 |f:1.2.3,5.6|. Procedure: 10 g (49.75 mmol) of 3-bromo-2-hydroxybenzaldehyde and 1.84 g (4.97 mmol) of tetra-N-butylammonium iodide are, together with 27.5 g (199.0 mmol) of anhydrous potassium carbonate, initially charged. 24.3 g (223.86 mmol) of methyl chloroacetate are added. The reaction mixture is heated at 130° C. for 4 h and then cooled to 0° C. using an ice bath. 100 ml of THF and 16.75 g (298.5 mmol) of potassium hydroxide in 100 ml of water are added, the mixture is then stirred at 40° C. for 4 h. The solvent i... Starting materials: COCCC(CNC(OCC1C2=CC=CC=C2C=2C=CC=CC12)=O)(CCOC)NC(OC(C)(C)C)=O ((9H-fluoren-9-yl)methyl tert-butyl (4-methoxy-2-(2-methoxyethyl)butane-1,2-diyl)dicarbamate). Run in C(Cl)Cl (methylene chloride), FC(C(=O)O)(F)F (trifluoroacetic acid). Reaction conditions: time 5 hour. The product is NC(CNC(OCC1C2=CC=CC=C2C=2C=CC=CC12)=O)(CCOC)CCOC ((9H-fluoren-9-yl)methyl (2-amino-4-methoxy-2-(2-methoxyethyl)butyl)carbamate). Reaction SMILES: [CH3:1][O:2][CH2:3][CH2:4][C:5]([NH:29]C(=O)OC(C)(C)C)([CH2:25][CH2:26][O:27][CH3:28])[CH2:6][NH:7][C:8](=[O:24])[O:9][CH2:10][CH:11]1[C:23]2[CH:22]=[CH:21][CH:20]=[CH:19][C:18]=2[C:17]2[C:12]1=[CH:13][CH:14]=[CH:15][CH:16]=2>C(Cl)Cl.FC(F)(F)C(O)=O>[NH2:29][C:5]([CH2:4][CH2:3][O:2][CH3:1])([CH2:25][CH2:26][O:27][CH3:28])[CH2:6][NH:7][C:8](=[O:24])[O:9][CH2:10][CH:11]1[C:23]2[CH:22]=[CH:21][CH:20]=[CH:19][C:18]=2[C:17]2[C:12]1=[CH:13][CH:14]=[CH:15][CH:16]=2. Reported procedure: To a solution of (9H-fluoren-9-yl)methyl tert-butyl (4-methoxy-2-(2-methoxyethyl)butane-1,2-diyl)dicarbamate (G22, 269 mg) in methylene chloride (2 mL), trifluoroacetic acid (2 mL) was added at room temperature, and the mixture was stirred at the same temperature for 5 hours. The solvent was evaporated under reduced pressure, and then ethyl acetate and saturated aqueous sodium hydrogencarbonate were added to the residue. The organic layer was separated, washed with saturated aqueous sodium chlor... Reactants: CC1=NC=CC(=C1)C(C[C@@H](C1=C(C=CC=C1)C)C1=CC=C(C=C1)N1CC(C1)C(=O)O)=O (1-{4-[(R)-3-(2-Methyl-pyridin-4-yl)-3-oxo-1-o-tolyl-propyl]-phenyl}-azetidine-3-carboxylic acid), Cl.NO (hydroxylamine hydrochloride), C(O)([O-])=O.[Na+] (sodium hydrogencarbonate). Product: ClCC(C(=O)O)CNC1=CC=C(C=C1)[C@@H](C\C(\C1=CC(=NC=C1)C)=N/O)C1=C(C=CC=C1)C (2-Chloromethyl-3-{4-[(R)-3-[(E)-hydroxyimino]-3-(2-methyl-pyridin-4-yl)-1-o-tolyl-propyl]-phenylamino}-propionic acid). Reaction SMILES: [CH3:1][C:2]1[CH:7]=[C:6]([C:8](=O)[CH2:9][C@H:10]([C:18]2[CH:23]=[CH:22][C:21]([N:24]3[CH2:27][CH:26]([C:28]([OH:30])=[O:29])[CH2:25]3)=[CH:20][CH:19]=2)[C:11]2[CH:16]=[CH:15][CH:14]=[CH:13][C:12]=2[CH3:17])[CH:5]=[CH:4][N:3]=1.[ClH:32].[NH2:33][OH:34].C(=O)([O-])O.[Na+]>>[Cl:32][CH2:27][CH:26]([CH2:25][NH:24][C:21]1[CH:22]=[CH:23][C:18]([C@H:10]([C:11]2[CH:16]=[CH:15][CH:14]=[CH:13][C:12]=2[CH3:17])[CH2:9]/[C:8](=[N:33]\[OH:34])/[C:6]2[CH:5]=[CH:4][N:3]=[C:2]([CH3:1])[CH:7]=2)=[CH:19][CH:20]=1)[C:28]([OH:30])=[O:29] |f:1.2,3.4|. Reported procedure: In analogy to example 132, step 6, from 1-{4-[(R)-3-(2-methyl-pyridin-4-yl)-3-oxo-1-o-tolyl-propyl]-phenyl}-azetidine-3-carboxylic acid (example 279, step 1) and hydroxylamine hydrochloride in the presence of sodium hydrogencarbonate was prepared the title compound as a yellow foam, MS (ESI+): m/z=466.2 ([M+H]+). Starting materials: Cl (HCl), Cl (HCl), BrC=1C=C2C(N(C=NC2=CC1)C=1C=C(C(=O)OC)C=CC1C)=O (Methyl 3-(6-bromo-4-oxoquinazolin-3(4H)-yl)-4-methylbenzoate), C(=O)([O-])[O-].[Cs+].[Cs+] (Cs2CO3), C1(=CC=CC=C1)P(C1=C(C2=CC=CC=C2C=C1)C1=C(C=CC2=CC=CC=C12)P(C1=CC=CC=C1)C1=CC=CC=C1)C1=CC=CC=C1 (racemic 2,2′-bis(diphenylphosphino)-1,1′-binaphthyl), C(=O)(OC(C)(C)C)N1CCNCC1 (N-boc piperazine). Reagents/catalysts: C(C)(=O)[O-].[Pd+2].C(C)(=O)[O-] (palladium acetate). Solvent: O1CCOCC1 (dioxane), CO (MeOH), O1CCOCC1 (dioxane), C1(=CC=CC=C1)C (toluene). Conditions: temperature 100 celsius, time 16 hour. Yields the product CC1=C(C=C(C(=O)OC)C=C1)N1C=NC2=CC=C(C=C2C1=O)N1CCNCC1 (methyl 4-methyl-3-(4-oxo-6-piperazin-1-ylquinazolin-3(4H)-yl)benzoate). Isolated yield 69.5%. As a reaction SMILES: Br[C:2]1[CH:3]=[C:4]2[C:9](=[CH:10][CH:11]=1)[N:8]=[CH:7][N:6]([C:12]1[CH:13]=[C:14]([CH:19]=[CH:20][C:21]=1[CH3:22])[C:15]([O:17][CH3:18])=[O:16])[C:5]2=[O:23].C([O-])([O-])=O.[Cs+].[Cs+].C1(P(C2C=CC=CC=2)C2C=CC3C(=CC=CC=3)C=2C2C3C(=CC=CC=3)C=CC=2P(C2C=CC=CC=2)C2C=CC=CC=2)C=CC=CC=1.C([N:83]1[CH2:88][CH2:87][NH:86][CH2:85][CH2:84]1)(OC(C)(C)C)=O.Cl>C1(C)C=CC=CC=1.CO.O1CCOCC1.C([O-])(=O)C.[Pd+2].C([O-])(=O)C>[CH3:22][C:21]1[CH:20]=[CH:19][C:14]([C:15]([O:17][CH3:18])=[O:16])=[CH:13][C:12]=1[N:6]1[C:5](=[O:23])[C:4]2[C:9](=[CH:10][CH:11]=[C:2]([N:83]3[CH2:88][CH2:87][NH:86][CH2:85][CH2:84]3)[CH:3]=2)[N:8]=[CH:7]1 |f:1.2.3,10.11.12|. Procedure: Methyl 3-(6-bromo-4-oxoquinazolin-3(4H)-yl)-4-methylbenzoate (2 g), Cs2CO3 (4.4 g), racemic 2,2′-bis(diphenylphosphino)-1,1′-binaphthyl (0.67 g), palladium acetate (0.12 g) in anhydrous toluene (20 ml) at ambient temperature was added N-boc piperazine (2.5 g). The mixture was heated to 100° C. and stirred for 16 hours. Inorganic solids were removed via a hot filtration and the filtrate concentrated to give an oil. The oil was resuspended in MeOH (16 ml), 4N HCl in dioxane (10 ml) was added and t... Run in CN(C=O)C (dimethylformamide). Run at time 2 hour. RXN SMILES: Cl.C([O:9][C:10](=[O:28])[C@@H:11]1[CH2:15][CH2:14][CH2:13][N:12]1[C:16](=[O:27])[C@@H:17]1[CH2:21][CH2:20][CH2:19][N:18]1[C:22](=[O:26])[C@H:23]([CH3:25])[NH2:24])C1C=CC=CC=1.ON1[C:34]2[CH:35]=[CH:36][CH:37]=C[C:33]=2[N:32]=N1.CN(C)CCCN=C=NCC.C(OCC)(=[O:52])C>CN(C)C=O>[NH:32]1[CH2:33][CH2:34][CH2:35][C@H:36]1[C:37]([NH:24][C@H:23]([C:22]([N:18]1[CH2:19][CH2:20][CH2:21][C@H:17]1[C:16]([N:12]1[CH2:13][CH2:14][CH2:15][C@H:11]1[C:10]([OH:9])=[O:28])=[O:27])=[O:26])[CH3:25])=[O:52] |f:0.1|. Procedure details: L-alanyl-L-prolyl-L-proline benzylester hydrochloride (2.46 g, 6 m mole), benzyloxcarbonyl-L-proline (1.65 g, 6.6 m mole) and 1-hydroxybenzotriazole (0.9 g, 6.6 m mole) were dissolved in dimethylformamide (6 ml) and 1-(3-dimethylaminopropyl)-3-ethylcarbodiimide (1.2 ml, 6.6 m mole) was added thereto at -15° C. The mixture was stirred for 16 hours at room temperature and to the reaction solution, ethyl actate was added. The solution was washed with 1N hydrochloric acid, 5% aqueous sodium bicarbon... The product is N1[C@H](C(=O)N[C@@H](C)C(=O)N2[C@H](C(=O)N3[C@H](C(=O)O)CCC3)CCC2)CCC1 (L-prolyl-L-alanyl-L-prolyl-L-proline). The reactants are CN(CCCN=C=NCC)C (1-(3-dimethylaminopropyl)-3-ethylcarbodiimide), Cl.C(C1=CC=CC=C1)OC([C@H]1N(CCC1)C([C@H]1N(CCC1)C([C@@H](N)C)=O)=O)=O (L-alanyl-L-prolyl-L-proline benzylester hydrochloride), benzyloxcarbonyl-L-proline, ON1N=NC2=C1C=CC=C2 (1-hydroxybenzotriazole), C(C)(=O)OCC (ethyl actate). Reactants: O (Water), CN(C(=O)C1=CC(=CS1)C(=O)OC)C (methyl 5-[(dimethylamino)carbonyl]-3-thiophenecarboxylate), [H-].[Al+3].[Li+].[H-].[H-].[H-] (lithium aluminium hydride). Solvent: C(C)OCC (diethylether), C(C)OCC (diethylether). Reaction conditions: time 3 hour. The product is CN(C)CC1=CC(=CS1)CO (5-(Dimethylaminomethyl)-3-thiophenemethanol). Yield: 99.6%. As a reaction SMILES: [CH3:1][N:2]([CH3:14])[C:3]([C:5]1[S:9][CH:8]=[C:7]([C:10](OC)=[O:11])[CH:6]=1)=O.[H-].[Al+3].[Li+].[H-].[H-].[H-].O>C(OCC)C>[CH3:14][N:2]([CH2:3][C:5]1[S:9][CH:8]=[C:7]([CH2:10][OH:11])[CH:6]=1)[CH3:1] |f:1.2.3.4.5.6|. Reported procedure: A solution of methyl 5-[(dimethylamino)carbonyl]-3-thiophenecarboxylate (0.5 g) in dry diethylether (50 ml) was added to a slurry of lithium aluminium hydride (0.3 g) in dry diethylether (100 ml). The mixture was stirred for 3 hours at room temperature. Water was cautiously added, the mixture was filtered and the filtrate was evaporated to give the title compound (0.4 g) as a colourless oil b.p. 120°/0.1 mm. The oxalate was formed in and recrystallised from ethanol m.p. 107°-8°.